From a dataset of the Open Reaction Database (ORD), a public repository of structured organic reaction records. describe an organic reaction: reactants, conditions, products, and yield Reactants: BrCCC1CCCCC1, O=C([O-])[O-], Cn1nnnc1C(=NOCc1csc(NC(=O)OC(C)(C)C)n1)c1ccccc1, ClCCl, O=C(O)C(F)(F)F, [H-], [Na+], [Na+], [Na+], CN(C)C=O. Yields the product Cn1nnnc1C(=NOCc1csc(NCCC2CCCCC2)n1)c1ccccc1. As a reaction SMILES: [Br:32][CH2:33][CH2:34][CH:35]1[CH2:36][CH2:37][CH2:38][CH2:39][CH2:40]1.[C:48](=[O:49])([O-:50])[O-:51].[CH3:1][n:2]1[n:3][n:4][n:5][c:6]1[C:7]([c:8]1[cH:9][cH:10][cH:11][cH:12][cH:13]1)=[N:14][O:15][CH2:16][c:17]1[n:18][c:19]([NH:22][C:23](=[O:24])[O:25][C:26]([CH3:27])([CH3:28])[CH3:29])[s:20][cH:21]1.[Cl:59][CH2:60][Cl:61].[F:41][C:42]([F:43])([F:44])[C:45]([OH:46])=[O:47].[H-:31].[Na+:30].[Na+:52].[Na+:53].[O:54]=[CH:55][N:56]([CH3:57])[CH3:58]>>[CH3:1][n:2]1[n:3][n:4][n:5][c:6]1[C:7]([c:8]1[cH:9][cH:10][cH:11][cH:12][cH:13]1)=[N:14][O:15][CH2:16][c:17]1[n:18][c:19]([NH:22][CH2:23][CH2:34][CH:35]2[CH2:36][CH2:37][CH2:38][CH2:39][CH2:40]2)[s:20][cH:21]1. Reactants: O=C1CCC(=O)N1Br, C=CCn1c(C)cc(O)cc1=O, CC#N, O=C(O)C(Cl)Cl. Yields the product C=CCn1c(C)cc(O)c(Cl)c1=O. As a reaction SMILES: [Br:13][N:14]1[C:15](=[O:16])[CH2:17][CH2:18][C:19]1=[O:20].[CH2:1]([CH:2]=[CH2:3])[n:4]1[c:5](=[O:12])[cH:6][c:7]([OH:11])[cH:8][c:9]1[CH3:10].[CH3:27][C:28]#[N:29].[OH:21][C:22]([CH:23]([Cl:24])[Cl:25])=[O:26]>>[CH2:1]([CH:2]=[CH2:3])[n:4]1[c:5](=[O:12])[c:6]([Cl:25])[c:7]([OH:11])[cH:8][c:9]1[CH3:10]. Reactants: C(C1=CC=CC=C1)OC1=C(C=C(C=C1)Br)C(C)O (1-(2-Benzyloxy-5-bromophenyl)-ethanol), S(=O)(=O)(C)Cl (Mesyl chloride). The solvent is N1=CC=CC=C1 (pyridine), C(C)(=O)OCC (ethyl acetate). Run at temperature -10 celsius. Yields the product CS(=O)(=O)OC(C)C1=C(C=CC(=C1)Br)OCC1=CC=CC=C1 (1-(2-benzyloxy-5-bromophenyl)ethanol methanesulphonate). As a reaction SMILES: [CH2:1]([O:8][C:9]1[CH:14]=[CH:13][C:12]([Br:15])=[CH:11][C:10]=1[CH:16]([OH:18])[CH3:17])[C:2]1[CH:7]=[CH:6][CH:5]=[CH:4][CH:3]=1.[S:19](Cl)([CH3:22])(=[O:21])=[O:20]>N1C=CC=CC=1.C(OCC)(=O)C>[CH3:22][S:19]([O:18][CH:16]([C:10]1[CH:11]=[C:12]([Br:15])[CH:13]=[CH:14][C:9]=1[O:8][CH2:1][C:2]1[CH:3]=[CH:4][CH:5]=[CH:6][CH:7]=1)[CH3:17])(=[O:21])=[O:20]. Procedure details: 1-(2-Benzyloxy-5-bromophenyl)-ethanol (3.74 g) was dissolved in pyridine (15 mL) and cooled to -10° C. under argon. Mesyl chloride (0.95 mL) was added dropwise over ten minutes and the mixture stirred allowing to come to ambient temperature over seventeen hours. The mixture was diluted with ethyl acetate (100 mL) and then washed with hydrochloric acid (1M, 3×70 mL) until the organic phase tested to pH 1. The ethyl acetate fraction was then washed with saturated sodium hydrogen carbonate solution... The reactants are polyol, poly(propylene oxide) polyol, steel, FC(=C(F)F)F (tetrafluoroethylene), C(CCCCCCCCCCC)OS(=O)(=O)C1=CC=CC=C1.[Na] (sodium dodecylbenzene sulfonate), C1=CC(=CC=C1CC2=CC=C(C=C2)N=C=O)N=C=O (4,4'-diisocyanatodiphenylmethane), C1=CC=C(C(=C1)CC2=CC=C(C=C2)N=C=O)N=C=O (2,4'-diisocyanatodiphenylmethane), C1=CC(=CC=C1CC2=CC=C(C=C2)N=C=O)N=C=O (ISONATE), aqueous solution. The solvent is O (water). Yields the product NC(=O)OCC.NC(=O)N (urethane urea). Reaction SMILES: C1C(CC2C=CC([N:14]=[C:15]=[O:16])=CC=2)=CC=C([N:17]=[C:18]=[O:19])C=1.C1C=C(CC2C=CC([N:33]=C=O)=CC=2)C(N=C=O)=CC=1.[CH2:39]([O:51]S(C1C=CC=CC=1)(=O)=O)[CH2:40]CCCCCCCCCC.[Na].FC(F)=C(F)F>O>[NH2:14][C:15]([O:51][CH2:39][CH3:40])=[O:16].[NH2:33][C:18]([NH2:17])=[O:19] |f:2.3,6.7,^1:60|. Procedure: A urethane/urea prepolymer was prepared by reacting 70 percent by weight of a poly(propylene oxide) polyol VORANOL™ 2120 polyol (a trademark of The Dow Chemical Company) with 30 percent by weight of ISONATE™ 50 MDI (a trademark of The Dow Chemical Company; a 50:50 mixture of 4,4'-diisocyanatodiphenylmethane and 2,4'-diisocyanatodiphenylmethane). The following processes were carried out at 10° C. The prepolymer was fed continuously at a rate of 31.4 g/minute through a 1/2-inch (1.25 cm) stainless...